Dataset: the Open Reaction Database (ORD), a public repository of structured organic reaction records. Task: describe an organic reaction: reactants, conditions, products, and yield Reactants: CC(C)(C)ON=O, CC#N, CCOC(C)=O, [Cl-], Cc1cnc2ccc(Cl)c(N)c2n1, Cl[Cu]Cl, C=C(Cl)Cl, [NH4+]. Yields the product Cc1cnc2ccc(Cl)c(CC(Cl)(Cl)Cl)c2n1. Reaction SMILES: [C:1]([O:2][N:3]=[O:4])([CH3:5])([CH3:6])[CH3:7].[CH3:27][C:28]#[N:29].[CH3:33][CH2:34][O:35][C:36]([CH3:37])=[O:38].[Cl-:25].[Cl:12][c:13]1[c:14]([NH2:24])[c:15]2[n:16][c:17]([CH3:23])[cH:18][n:19][c:20]2[cH:21][cH:22]1.[Cl:30][Cu:31][Cl:32].[Cl:8][C:9]([Cl:10])=[CH2:11].[NH4+:26]>>[Cl:8][C:9]([Cl:10])([CH2:11][c:14]1[c:13]([Cl:12])[cH:22][cH:21][c:20]2[c:15]1[n:16][c:17]([CH3:23])[cH:18][n:19]2)[Cl:25]. Reactants: N[C@H](C(C(=O)OC(C)C)O)CC1=CC=CC=C1 (isopropyl (2RS,3S)-3-amino-2-hydroxy-4-phenylbutyrate), N (ammonia). Solvent: CO (methanol). Run at time 8 hour. Yields the product N[C@H](C(C(=O)N)O)CC1=CC=CC=C1 ((2RS,3S)-3-Amino-2-hydroxy-4-phenylbutyramide). Reaction SMILES: [NH2:1][C@@H:2]([CH2:11][C:12]1[CH:17]=[CH:16][CH:15]=[CH:14][CH:13]=1)[CH:3]([OH:10])[C:4](OC(C)C)=[O:5].[NH3:18]>CO>[NH2:1][C@@H:2]([CH2:11][C:12]1[CH:17]=[CH:16][CH:15]=[CH:14][CH:13]=1)[CH:3]([OH:10])[C:4]([NH2:18])=[O:5]. Procedure details: A solution of isopropyl (2RS,3S)-3-amino-2-hydroxy-4-phenylbutyrate (200 mg, Reference compound No. 4-1) in methanol (3 ml) is saturated with an ammonia gas, and the solution is sealed and stirred overnight. The reaction solution is concentrated under reduced pressure to give the titled reference compound (162 mg). Starting materials: [N+](=O)([O-])CC1C(C(C2(OCCO2)C1)CC=CCCCC(=O)O)C=CC(CCCCC)=O (7-[8-nitromethyl-7-(3-oxo-1-octenyl)-1,4-dioxaspiro[4.4]non-6-yl]-5-heptenoic acid), C[Mg]Br (methyl magnesium bromide), C(C)(=O)O (acetic acid), [Cl-].[NH4+] (ammonium chloride). Run in O1CCCC1 (tetrahydrofuran), O1CCCC1 (tetrahydrofuran). The product is [N+](=O)([O-])CC1C(C(C2(OCCO2)C1)CC=CCCCC(=O)O)C=CC(CCCCC)(O)C (7-[8-Nitromethyl-7-(3-Methyl-3-Hydroxy-1-Octenyl)-1,4-Dioxaspiro[4.4]Non-6 -Yl]-5-Heptenoic Acid). Reaction SMILES: [N+:1]([CH2:4][CH:5]1[CH2:13][C:8]2([O:12][CH2:11][CH2:10][O:9]2)[CH:7]([CH2:14][CH:15]=[CH:16][CH2:17][CH2:18][CH2:19][C:20]([OH:22])=[O:21])[CH:6]1[CH:23]=[CH:24][C:25](=[O:31])[CH2:26][CH2:27][CH2:28][CH2:29][CH3:30])([O-:3])=[O:2].[CH3:32][Mg]Br.[Cl-].[NH4+].C(O)(=O)C>O1CCCC1>[N+:1]([CH2:4][CH:5]1[CH2:13][C:8]2([O:9][CH2:10][CH2:11][O:12]2)[CH:7]([CH2:14][CH:15]=[CH:16][CH2:17][CH2:18][CH2:19][C:20]([OH:22])=[O:21])[CH:6]1[CH:23]=[CH:24][C:25]([CH3:32])([OH:31])[CH2:26][CH2:27][CH2:28][CH2:29][CH3:30])([O-:3])=[O:2] |f:2.3|. Procedure details: A solution of 1.72 g. of 7-[8-nitromethyl-7-(3-oxo-1-octenyl)-1,4-dioxaspiro[4.4]non-6-yl]-5-heptenoic acid in 80 ml. of tetrahydrofuran was treated at -10° C. with 9.7 ml. of 3 M methyl magnesium bromide in tetrahydrofuran and was stirred at 0° C. for one hour. The reaction mixture was added to aqueous ammonium chloride solution, acidified with acetic acid and extracted with ether. After washing with water and drying over magnesium sulfate, the extract was evaporated and the residue chromatogra... Starting materials: C(C1=CC=CC=C1)C=1C=C2C(NC(=NC2=CC1F)N1N=CC(=C1)C(=O)OCC)=O (ethyl 1-(6-benzyl-7-fluoro-4-oxo-3,4-dihydroquinazolin-2-yl)-1H-pyrazole-4-carboxylate), CNCC (N-methylethanamine). The product is C(C1=CC=CC=C1)C=1C=C2C(=NC(=NC2=CC1F)N1N=CC(=C1)C(=O)O)N(C)CC (1-(6-Benzyl-4-(ethyl(methyl)amino)-7-fluoroquinazolin-2-yl)-1H-pyrazole-4-carboxylic acid). RXN SMILES: [CH2:1]([C:8]1[CH:9]=[C:10]2[C:15](=[CH:16][C:17]=1[F:18])[N:14]=[C:13]([N:19]1[CH:23]=[C:22]([C:24]([O:26]CC)=[O:25])[CH:21]=[N:20]1)[NH:12][C:11]2=O)[C:2]1[CH:7]=[CH:6][CH:5]=[CH:4][CH:3]=1.[CH3:30][NH:31][CH2:32][CH3:33]>>[CH2:1]([C:8]1[CH:9]=[C:10]2[C:15](=[CH:16][C:17]=1[F:18])[N:14]=[C:13]([N:19]1[CH:23]=[C:22]([C:24]([OH:26])=[O:25])[CH:21]=[N:20]1)[N:12]=[C:11]2[N:31]([CH2:32][CH3:33])[CH3:30])[C:2]1[CH:3]=[CH:4][CH:5]=[CH:6][CH:7]=1. Procedure: The above compound may be made analogous to Example 1 using ethyl 1-(6-benzyl-7-fluoro-4-oxo-3,4-dihydroquinazolin-2-yl)-1H-pyrazole-4-carboxylate in step D and N-methylethanamine in step E. MS (ESI): predicted mass calcd. for C22H20FN5O2, 405.2 Reactants: [H][H] (hydrogen), BrC1=C2CCN(C(C2=C(C(N1C)=O)OC)=O)CC1=CC(=C(C=C1)F)Cl (5-bromo-2-(3-chloro-4-fluorobenzyl)-8-methoxy-6-methyl-2,3,4,6-tetrahydro-2,6-naphthyridine-1,7-dione), C(CCC)[Sn](C=C)(CCCC)CCCC (tri-n-butyl vinyl tin), bis(tri-phenylphosphine)palladium (II) chloride, vinyl. The reagents and catalysts are [Pt] (platinum on charcoal). The solvent is C1CCOC1 (THF), C(C)O (ethanol). Yields the product ClC=1C=C(CN2C(C3=C(C(N(C(=C3CC2)CC)C)=O)OC)=O)C=CC1F (2-(3-Chloro-4-fluorobenzyl)-5-ethyl-8-methoxy-6-methyl-2,3,4,6-tetrahydro-2,6-naphthyridine-1,7-dione). RXN SMILES: Br[C:2]1[N:11]([CH3:12])[C:10](=[O:13])[C:9]([O:14][CH3:15])=[C:8]2[C:3]=1[CH2:4][CH2:5][N:6]([CH2:17][C:18]1[CH:23]=[CH:22][C:21]([F:24])=[C:20]([Cl:25])[CH:19]=1)[C:7]2=[O:16].[CH2:26]([Sn](CCCC)(CCCC)C=C)[CH2:27]CC.[H][H]>C1COCC1.[Pt].C(O)C>[Cl:25][C:20]1[CH:19]=[C:18]([CH:23]=[CH:22][C:21]=1[F:24])[CH2:17][N:6]1[CH2:5][CH2:4][C:3]2[C:8](=[C:9]([O:14][CH3:15])[C:10](=[O:13])[N:11]([CH3:12])[C:2]=2[CH2:26][CH3:27])[C:7]1=[O:16]. Reported procedure: A solution of 5-bromo-2-(3-chloro-4-fluorobenzyl)-8-methoxy-6-methyl-2,3,4,6-tetrahydro-2,6-naphthyridine-1,7-dione (0.40 g, 0.93 mmol), tri-n-butyl vinyl tin (0.38 g, 1.21 mmol), and bis(tri-phenylphosphine)palladium (II) chloride (65 mg, 0.093 mmol) in THF (30 mL) was heated under reflux for two hours. The product mixture concentrated under vacuum. The residue was subjected to preparative reverse phase HPLC purification. Collection and lyophilization of appropriate fractions provide the interm... Starting materials: C(C)(C)(C)OC(=O)N1C(CC(C1)OCC1=CC=CC=C1)C (4-benzyloxy-2-methyl-pyrrolidine-1-carboxylic acid t-butyl ester). Solvent: C(C)(=O)OCC (ethyl acetate). Conditions: time 12 hour. The product is C(C)(C)(C)OC(=O)N1C(CC(C1)O)C (4-Hydroxy-2-methyl-pyrrolidine-1-carboxylic acid t-butyl ester). As a reaction SMILES: [C:1]([O:5][C:6]([N:8]1[CH2:12][CH:11]([O:13]CC2C=CC=CC=2)[CH2:10][CH:9]1[CH3:21])=[O:7])([CH3:4])([CH3:3])[CH3:2]>C(OCC)(=O)C>[C:1]([O:5][C:6]([N:8]1[CH2:12][CH:11]([OH:13])[CH2:10][CH:9]1[CH3:21])=[O:7])([CH3:4])([CH3:2])[CH3:3]. Procedure details: The 4-benzyloxy-2-methyl-pyrrolidine-1-carboxylic acid t-butyl ester (168.57 mg, 0.58 mmol) was taken up in ethyl acetate in a Paar vessel. The solution was flushed with argon and Pd/C (100.00 mg) was added to the vessel. The argon atmosphere was replaced by hydrogen at 50 psi. The vessel was shaken for 12 h. The hydrogen atmosphere was replaced by argon and the solution was filtered through a celite pad. The pad was washed twice with ethyl acetate. The solvent was removed under reduced pressure... Starting materials: ice water, N1C=NC=C1 (Imidazole), CC(C(=O)OC)(CC(C1=CC=C(C=C1)F)=O)C (methyl α,α-dimethyl-4-fluoro-γ-oxobenzene butanoate), C([O-])([O-])=O.[K+].[K+] (potassium carbonate). Solvent: CS(=O)C (dimethyl sulfoxide). The product is CC(C(=O)OC)(CC(C1=CC=C(C=C1)N1C=NC=C1)=O)C (methyl α,α-dimethyl-4-(1H-imidazol-1-yl)-γ-oxobenzene butanoate). As a reaction SMILES: [NH:1]1[CH:5]=[CH:4][N:3]=[CH:2]1.[CH3:6][C:7]([CH3:22])([CH2:12][C:13](=[O:21])[C:14]1[CH:19]=[CH:18][C:17](F)=[CH:16][CH:15]=1)[C:8]([O:10][CH3:11])=[O:9].C(=O)([O-])[O-].[K+].[K+]>CS(C)=O>[CH3:6][C:7]([CH3:22])([CH2:12][C:13](=[O:21])[C:14]1[CH:15]=[CH:16][C:17]([N:1]2[CH:5]=[CH:4][N:3]=[CH:2]2)=[CH:18][CH:19]=1)[C:8]([O:10][CH3:11])=[O:9] |f:2.3.4|. Yield: 62.3%. Procedure details: Imidazole (0.70 g, 0.013 mol) and methyl α,α-dimethyl-4-fluoro-γ-oxobenzene butanoate (2.85 g, 0.012 mol) are dissolved in dimethyl sulfoxide (12.0 ml) in which freshly pulverized potassium carbonate (5.80 g, 0.042 mol) is suspended. The resulting mixture is stirred and heated at 100°-110° for 12 hours. The mixture is then cooled to room temperature and poured into 100 ml of ice water and stirred for ten minutes. The solid is filtered to give 2.14 g of methyl α,α-dimethyl-4-(1H-imidazol-1-yl)-γ-... The reactants are FC(C(=O)[O-])(F)F.N[C@@H](C[NH+](C)C)CC(=O)OCC1=CC=CC=C1 ((R)-2-amino-4-(benzyloxy)-N,N-dimethyl-4-oxobutan-1-aminium 2,2,2-trifluoroacetate), CCN(C(C)C)C(C)C (DIPEA), CNC1=CC=C(C=C1)OC1=CC=CC=C1 (N-methyl-4-phenoxyaniline), ClC(Cl)(OC(OC(Cl)(Cl)Cl)=O)Cl (triphosgene), CCN(C(C)C)C(C)C (DIPEA). Solvent: C1CCOC1 (THF), C1CCOC1 (THF). Run at time 10 minute. Yields the product CN(C[C@@H](CC(=O)OCC1=CC=CC=C1)NC(=O)N(C1=CC=C(C=C1)OC1=CC=CC=C1)C)C ((R)-benzyl 4-(Dimethylamino)-3-(3-methyl-3-(4-phenoxyphenyl)-ureido)butanoate). Isolated yield 139.7%. As a reaction SMILES: CNC1C=[CH:7][C:6]([O:9][C:10]2[CH:15]=[CH:14][CH:13]=[CH:12][CH:11]=2)=[CH:5]C=1.ClC(Cl)([O:19]C(=O)OC(Cl)(Cl)Cl)Cl.C[CH2:29][N:30]([CH:34](C)C)[CH:31]([CH3:33])[CH3:32].FC(F)(F)C([O-])=O.[NH2:44][C@H:45]([CH2:50][C:51]([O:53][CH2:54][C:55]1[CH:60]=[CH:59][CH:58]=[CH:57][CH:56]=1)=[O:52])[CH2:46][NH+:47]([CH3:49])[CH3:48]>C1COCC1>[CH3:49][N:47]([CH3:48])[CH2:46][C@H:45]([NH:44][C:34]([N:30]([CH3:29])[C:31]1[CH:32]=[CH:5][C:6]([O:9][C:10]2[CH:11]=[CH:12][CH:13]=[CH:14][CH:15]=2)=[CH:7][CH:33]=1)=[O:19])[CH2:50][C:51]([O:53][CH2:54][C:55]1[CH:56]=[CH:57][CH:58]=[CH:59][CH:60]=1)=[O:52] |f:3.4|. Procedure: To a stirred solution of N-methyl-4-phenoxyaniline (110 mg, 0.55 mmol) in anh THF (10 mL) under Ar was added triphosgene (60 mg, 0.20 mmol) in one portion at 0° C. followed by DIPEA (0.1 mL, 0.58 mmol). The reaction was stirred at the temperature for 10 min and then at rt for 2 h. At this time, the reaction was cooled and treated with (R)-2-amino-4-(benzyloxy)-N,N-dimethyl-4-oxobutan-1-aminium 2,2,2-trifluoroacetate (193 mg, 0.55 mmol) in anh THF (6 mL) at 0° C. followed by DIPEA (0.3 mL, 1.7 mm... Starting materials: IC=1N=CNC1 (4-iodoimidazole), C(C)OC(CBr)OCC (bromoacetaldehyde diethyl acetal), C(=O)([O-])[O-].[K+].[K+] (K2CO3). Solvent: O (water), CS(=O)C (DMSO). Run at temperature 110 celsius. Product: C(C)OC(CN1C=NC(=C1)I)OCC (1-(2,2-diethoxyethyl)-4-iodo-1H-imidazole). Isolated yield 71.0%. RXN SMILES: [I:1][C:2]1[N:3]=[CH:4][NH:5][CH:6]=1.[CH2:7]([O:9][CH:10]([O:13][CH2:14][CH3:15])[CH2:11]Br)[CH3:8].C([O-])([O-])=O.[K+].[K+]>CS(C)=O.O>[CH2:7]([O:9][CH:10]([O:13][CH2:14][CH3:15])[CH2:11][N:5]1[CH:6]=[C:2]([I:1])[N:3]=[CH:4]1)[CH3:8] |f:2.3.4|. Procedure details: To a stirred solution of 4-iodoimidazole (10 g, 51.6 mmol) and bromoacetaldehyde diethyl acetal (9.31 mL) in DMSO (30 mL) was added K2CO3 (10.69 g, 77 mmol). The reaction mixture was heated at 110° C. for 16 h. After cooling to RT, the reaction mixture was diluted with water and extracted with AcOEt. The organic extract was washed with brine, dried over anhydrous sodium sulfate, filtered and concentrated. The residue was purified by Biotage (SNAP 80 g cartridge; AcOEt/Hex:0/100 to 50/50 over 20 ... Reactants: Cc1ccc(-c2c(CNC(=O)OC(C)(C)C)c(CC(C)C)nc3ccc(OCCCCC(=O)O)cc23)cc1, CCN=C=NCCCN(C)C, CN(C)C=O, Cl, [NH4+], O, On1nnc2ccccc21. Yields the product Cc1ccc(-c2c(CNC(=O)OC(C)(C)C)c(CC(C)C)nc3ccc(OCCCCC(N)=O)cc23)cc1. As a reaction SMILES: [C:1]([CH3:2])([CH3:3])([CH3:4])[O:5][C:6](=[O:7])[NH:8][CH2:9][c:10]1[c:11]([CH2:35][CH:36]([CH3:37])[CH3:38])[n:12][c:13]2[cH:14][cH:15][c:16]([O:27][CH2:28][CH2:29][CH2:30][CH2:31][C:32](=[O:33])[OH:34])[cH:17][c:18]2[c:19]1-[c:20]1[cH:21][cH:22][c:23]([CH3:26])[cH:24][cH:25]1.[CH2:40]([N:42]=[C:41]=[N:43][CH2:44][CH2:45][CH2:46][N:47]([CH3:48])[CH3:49])[CH3:50].[CH3:62][N:63]([CH3:64])[CH:65]=[O:66].[ClH:39].[NH4+:51].[OH2:67].[OH:52][n:53]1[c:54]2[cH:55][cH:56][cH:57][cH:58][c:59]2[n:60][n:61]1>>[C:1]([CH3:2])([CH3:3])([CH3:4])[O:5][C:6](=[O:7])[NH:8][CH2:9][c:10]1[c:11]([CH2:35][CH:36]([CH3:37])[CH3:38])[n:12][c:13]2[cH:14][cH:15][c:16]([O:27][CH2:28][CH2:29][CH2:30][CH2:31][C:32](=[O:33])[NH2:42])[cH:17][c:18]2[c:19]1-[c:20]1[cH:21][cH:22][c:23]([CH3:26])[cH:24][cH:25]1.